Dataset: the Open Reaction Database (ORD), a public repository of structured organic reaction records. Task: describe an organic reaction: reactants, conditions, products, and yield The reactants are NC1=CC=2C3=CC=CC=C3C(NC2C=C1)=O (2-amino-6(5H)-phenanthridinone), CC1=CC=C(C=C1)S(=O)(=O)N (4-methyl benzenesulfonamide). The solvent is C1COCCO1 (P-dioxane). Conditions: time 30 hour. Yields the product O=C1NC=2C=CC(=CC2C2=CC=CC=C12)NS(=O)(=O)C1=CC=C(C=C1)C (N-(5,6-Dihydro-6-oxo-2-phenanthridinyl)-4-methyl benzenesulfonamide). Isolated yield 93.0%. As a reaction SMILES: [NH2:1][C:2]1[CH:15]=[CH:14][C:13]2[NH:12][C:11](=[O:16])[C:10]3[C:5](=[CH:6][CH:7]=[CH:8][CH:9]=3)[C:4]=2[CH:3]=1.[CH3:17][C:18]1[CH:23]=[CH:22][C:21]([S:24](N)(=[O:26])=[O:25])=[CH:20][CH:19]=1>C1OCCOC1>[O:16]=[C:11]1[C:10]2[C:5](=[CH:6][CH:7]=[CH:8][CH:9]=2)[C:4]2[CH:3]=[C:2]([NH:1][S:24]([C:21]3[CH:22]=[CH:23][C:18]([CH3:17])=[CH:19][CH:20]=3)(=[O:26])=[O:25])[CH:15]=[CH:14][C:13]=2[NH:12]1. Reported procedure: Prepared from 2-amino-6(5H)-phenanthridinone 3 and 4-methyl benzenesulfonamide according to General Procedure A. P-dioxane was used as solvent and the reaction was run at 40° C. for 30 hours. Purification of compound by crystallization in dioxane gave a brown solid (93% yield). mp 199-203° C. 1H-NMR (400 MHz, DMSO-d6), 10.20 (s, 1H), 8.30 (d, J=8.0 Hz, 1H), 8.15 (d, J=8.1 Hz, 1H), 7.95 (s, 1H), 7.88 (t, J=7.6, 1H), 7.65 (m, 3H), 7.33 (d, J=8.2 Hz, 2H), 7.19 (m, 2H). Anal. (C20H16N2O3S), C H N. The reagents and catalysts are [Pt](=O)=O (platinum (IV) oxide). Procedure: A mixture of 1-(6-morpholin-4-yl-6-oxohexyl)-2-propyl-1H-imidazo[4,5-c]quinolin-4-amine (2.0 g, 4.9 mmol), platinum (IV) oxide (1.5 g, 6.6 mmol), and trifluoroacetic acid (50 mL) was placed in a Parr vessel and shaken under hydrogen pressure (50 psi, 3.5×105 Pa) for 24 hours. The trifluoroacetic acid was removed under reduced pressure, and the residue was sonicated with 10% aqueous sodium hydroxide. The resulting solid was mixed with material from another run and recrystallized from water. The c... The product is N1(CCOCC1)C(CCCCCN1C(=NC=2C(=NC=3CCCCC3C21)N)CCC)=O (1-(6-morpholin-4-yl-6-oxohexyl)-2-propyl-6,7,8,9-tetrahydro-1H-imidazo[4,5-c]quinolin-4-amine). The solvent is FC(C(=O)O)(F)F (trifluoroacetic acid). Reactants: N1(CCOCC1)C(CCCCCN1C(=NC=2C(=NC=3C=CC=CC3C21)N)CCC)=O (1-(6-morpholin-4-yl-6-oxohexyl)-2-propyl-1H-imidazo[4,5-c]quinolin-4-amine). RXN SMILES: [N:1]1([C:7](=[O:30])[CH2:8][CH2:9][CH2:10][CH2:11][CH2:12][N:13]2[C:25]3[C:24]4[CH:23]=[CH:22][CH:21]=[CH:20][C:19]=4[N:18]=[C:17]([NH2:26])[C:16]=3[N:15]=[C:14]2[CH2:27][CH2:28][CH3:29])[CH2:6][CH2:5][O:4][CH2:3][CH2:2]1>[Pt](=O)=O.FC(F)(F)C(O)=O>[N:1]1([C:7](=[O:30])[CH2:8][CH2:9][CH2:10][CH2:11][CH2:12][N:13]2[C:25]3[C:24]4[CH2:23][CH2:22][CH2:21][CH2:20][C:19]=4[N:18]=[C:17]([NH2:26])[C:16]=3[N:15]=[C:14]2[CH2:27][CH2:28][CH3:29])[CH2:2][CH2:3][O:4][CH2:5][CH2:6]1. Conditions: time 24 hour. Isolated yield 48.3%. The reactants are N(=O)[O-].[Na+] (Sodium nitrite), COC=1C(=CSC1)C(=O)NN (4-Methoxy-3-thiophenecarboxylic acid hydrazide). The solvent is O (water), Cl (hydrochloric acid), C(C)(=O)O (acetic acid), C(Cl)(Cl)Cl (chloroform). The product is COC=1C(=CSC1)C(=O)N=[N+]=[N-] (4-Methoxy-3-thiophenecarbonyl azide). As a reaction SMILES: [CH3:1][O:2][C:3]1[C:4]([C:8]([NH:10][NH2:11])=[O:9])=[CH:5][S:6][CH:7]=1.[N:12]([O-])=O.[Na+]>Cl.C(O)(=O)C.C(Cl)(Cl)Cl.O>[CH3:1][O:2][C:3]1[C:4]([C:8]([N:10]=[N+:11]=[N-:12])=[O:9])=[CH:5][S:6][CH:7]=1 |f:1.2|. Procedure: 4-Methoxy-3-thiophenecarboxylic acid hydrazide (20 g, 0.116 mol) in 3N hydrochloric acid (200 ml), acetic acid (200 ml) and chloroform (300 ml) was cooled to 0°. Sodium nitrite (8 g, 0.116 mol) in water (25 ml) was added dropwise whilst maintaining the temperature at 0°. On completion of the addition the reaction mixture was allowed to warm up to room temperature. The organic layer was separated, washed with sodium bicarbonate solution (3 times), dried over sodium sulphate and the solvent evapor... Starting materials: CCCc1ccnc2c(=O)[nH]c(-c3cc([N+](=O)[O-])ccc3OCC)nc12, CCO, [Cl-], [Na+], [OH-], O, O. The product is CCCc1ccnc2c(=O)[nH]c(-c3cc(N)ccc3OCC)nc12. RXN SMILES: [CH2:4]([CH3:5])[O:6][c:7]1[c:8](-[c:16]2[nH:17][c:18](=[O:29])[c:19]3[c:20]([n:21]2)[c:22]([CH2:26][CH2:27][CH3:28])[cH:23][cH:24][n:25]3)[cH:9][c:10]([N+:13]([O-:14])=[O:15])[cH:11][cH:12]1.[CH3:32][CH2:33][OH:34].[Cl-:3].[Na+:31].[OH-:30].[OH2:1].[OH2:2]>>[CH2:4]([CH3:5])[O:6][c:7]1[c:8](-[c:16]2[nH:17][c:18](=[O:29])[c:19]3[c:20]([n:21]2)[c:22]([CH2:26][CH2:27][CH3:28])[cH:23][cH:24][n:25]3)[cH:9][c:10]([NH2:13])[cH:11][cH:12]1. Reactants: CC(C)(C)OC(=O)Nc1ccc(C(F)(F)F)cc1C(=O)NCC(=O)NC1CCN(Cc2ccc(Cl)c([N+](=O)[O-])c2)C1, CCOC(C)=O, CO. Product: CC(C)(C)OC(=O)Nc1ccc(C(F)(F)F)cc1C(=O)NCC(=O)NC1CCN(Cc2ccc(Cl)c(N)c2)C1. Reaction SMILES: [C:1]([CH3:2])([CH3:3])([CH3:4])[O:5][C:6](=[O:7])[NH:8][c:9]1[c:10]([C:11](=[O:12])[NH:13][CH2:14][C:15](=[O:16])[NH:17][CH:18]2[CH2:19][N:20]([CH2:23][c:24]3[cH:25][c:26]([N+:31]([O-:32])=[O:33])[c:27]([Cl:30])[cH:28][cH:29]3)[CH2:21][CH2:22]2)[cH:34][c:35]([C:38]([F:39])([F:40])[F:41])[cH:36][cH:37]1.[CH3:42][CH2:43][O:44][C:45](=[O:46])[CH3:47].[CH3:48][OH:49]>>[C:1]([CH3:2])([CH3:3])([CH3:4])[O:5][C:6](=[O:7])[NH:8][c:9]1[c:10]([C:11](=[O:12])[NH:13][CH2:14][C:15](=[O:16])[NH:17][CH:18]2[CH2:19][N:20]([CH2:23][c:24]3[cH:25][c:26]([NH2:31])[c:27]([Cl:30])[cH:28][cH:29]3)[CH2:21][CH2:22]2)[cH:34][c:35]([C:38]([F:39])([F:40])[F:41])[cH:36][cH:37]1. Reactants: ClC1=C(C=NC2=CC(=C(C=C12)OC)OCCCN1CCOCC1)C#N (4-chloro-6-methoxy-7-(3-morpholin-4-yl-propoxy)-quinoline-3-carbonitrile), C(C)OCCO (2-ethoxy ethanol), CSC1=C(N)C=CC=C1 (2-(methyl mercapto) aniline), Cl.N1=CC=CC=C1 (pyridine hydrochloride). Product: COC=1C=C2C(=C(C=NC2=CC1OCCCN1CCOCC1)C#N)NC1=C(C=CC=C1)SC (6-Methoxy-4-(2-methylsulfanyl-phenylamino)-7-(3-morpholin-4-yl-propoxy)-quinoline-3-carbonitrile). Reaction SMILES: Cl[C:2]1[C:11]2[C:6](=[CH:7][C:8]([O:14][CH2:15][CH2:16][CH2:17][N:18]3[CH2:23][CH2:22][O:21][CH2:20][CH2:19]3)=[C:9]([O:12][CH3:13])[CH:10]=2)[N:5]=[CH:4][C:3]=1[C:24]#[N:25].[CH3:26][S:27][C:28]1[CH:34]=[CH:33][CH:32]=[CH:31][C:29]=1[NH2:30].Cl.N1C=CC=CC=1.C(OCCO)C>>[CH3:13][O:12][C:9]1[CH:10]=[C:11]2[C:6](=[CH:7][C:8]=1[O:14][CH2:15][CH2:16][CH2:17][N:18]1[CH2:23][CH2:22][O:21][CH2:20][CH2:19]1)[N:5]=[CH:4][C:3]([C:24]#[N:25])=[C:2]2[NH:30][C:29]1[CH:31]=[CH:32][CH:33]=[CH:34][C:28]=1[S:27][CH3:26] |f:2.3|. Procedure details: The method of Example 312 was used as well as 0.3 g of 4-chloro-6-methoxy-7-(3-morpholin-4-yl-propoxy)-quinoline-3-carbonitrile, 0.14 ml of 2-(methyl mercapto) aniline, 0.1 g of pyridine hydrochloride and 4.0 ml of 2-ethoxy ethanol. This afforded an oil which was purified by silica gel flash chromatography [methylene chloride/methanol (96:4) ] to give 0.16 g of the title compound as an off white solid, mp 179-180 C; mass spectrum (ES, m/e):M+H465.